From a dataset of the Open Reaction Database (ORD), a public repository of structured organic reaction records. describe an organic reaction: reactants, conditions, products, and yield Starting materials: IC=1SC=CC1 (2-iodothiophene), C[Si](C#CC=1SC2=C(C1)C=CC=C2)(C)C (2-Trimethylsilylethynylbenzothiophene), C[Si](C#CC=1SC2=C(C1)C=CC=C2)(C)C (2-trimethylsilylethynylbenzothiophene), O.O.O.[F-].C(CCC)[N+](CCCC)(CCCC)CCCC (tetrabutylammonium fluoride trihydrate), [F-].[K+] (potassium fluoride). Run in C(C)OCC (diethyl ether). Reaction conditions: time 4.5 hour. The product is S1C(=CC=C1)C#CC=1SC2=C(C1)C=CC=C2 (2-(thien-2-ylethynyl)benzothiophene). Reaction SMILES: C[Si](C)(C)[C:3]#[C:4][C:5]1[S:6][C:7]2[CH:13]=[CH:12][CH:11]=[CH:10][C:8]=2[CH:9]=1.O.O.O.[F-].C([N+](CCCC)(CCCC)CCCC)CCC.[F-].[K+].I[C:40]1[S:41][CH:42]=[CH:43][CH:44]=1>C(OCC)C>[S:41]1[CH:42]=[CH:43][CH:44]=[C:40]1[C:3]#[C:4][C:5]1[S:6][C:7]2[CH:13]=[CH:12][CH:11]=[CH:10][C:8]=2[CH:9]=1 |f:1.2.3.4.5,6.7|. Procedure details: The reaction mixture from Step A containing 2-trimethylsilylethynylbenzothiophene was stirred, and 4.96 grams (0.0157 mole) of tetrabutylammonium fluoride trihydrate and 10.1 grams (0.173 mole) of potassium fluoride were added. Upon completion of addition, the reaction mixture was stirred at ambient temperature for 4.5 hours. After this time 36.3 grams (0.173 mole) of 2-iodothiophene was added via syringe. Upon completion of addition, the reaction mixture was stirred at ambient temperature for 6... The reactants are CC=1C=C(C(=CC1)N)N (4-methylbenzene-1,2-diamine), C(=O)C=O (glyoxal). Run in C(C)(C)O (isopropanol). Conditions: temperature 80 celsius. The product is CC=1C=C2N=CC=NC2=CC1 (6-methylquinoxaline). The yield is 93.0%. RXN SMILES: [CH3:1][C:2]1[CH:3]=[C:4]([NH2:9])[C:5]([NH2:8])=[CH:6][CH:7]=1.[CH:10]([CH:12]=O)=O>C(O)(C)C>[CH3:1][C:2]1[CH:3]=[C:4]2[C:5](=[CH:6][CH:7]=1)[N:8]=[CH:12][CH:10]=[N:9]2. Procedure details: To a solution of 4-methylbenzene-1,2-diamine (50.0 g, 0.41 mol) in isopropanol (300 mL) was added a solution of glyoxal (40% in water, 65.3 g, 0.45 mol) at room temperature. The reaction mixture was heated at 80° C. for 2 hours and evaporated under vacuum to give 6-methylquinoxaline (55 g, 93%), which was used directly in the next step. 1H NMR (300 MHz, CDCl3) δ 8.77 (dd, J=1.5, 7.2 Hz, 2H), 7.99 (d, J=8.7 Hz, 1H), 7.87 (s, 1H), 7.60 (dd, J=1.5, 8.4 Hz, 1H), 2.59 (s, 3H). Starting materials: C1OC=2C=C(C=CC2O1)C1N(CCC=2C3=CC=CC=C3NC12)C(\C=C\C1=CC=C(C=C1)C=NC)=O ((E)-1-[1-(3,4-methylenedioxyphenyl)-1,3,4,9-tetrahydro-β-carbolin-2-yl]-3-(4-methyliminomethylphenyl)propene-1-one), [BH3-]C#N.[Na+] (NaBH3CN), C(C)(=O)O (acetic acid). Run in CO (MeOH). Product: C1OC=2C=C(C=CC2O1)C1N(CCC=2C3=CC=CC=C3NC12)C(\C=C\C1=CC=C(C=C1)CNC)=O ((E)-1-[1-(3,4-Methylenedioxyphenyl)-1,3,4,9-tetrahydro-β-carbolin-2-yl]-3-(4-methylaminomethylphenyl)propene-1-one). Isolated yield 9.8%. Reaction SMILES: [CH2:1]1[O:9][C:8]2[CH:7]=[CH:6][C:5]([CH:10]3[C:22]4[NH:21][C:20]5[C:15](=[CH:16][CH:17]=[CH:18][CH:19]=5)[C:14]=4[CH2:13][CH2:12][N:11]3[C:23](=[O:35])/[CH:24]=[CH:25]/[C:26]3[CH:31]=[CH:30][C:29]([CH:32]=[N:33][CH3:34])=[CH:28][CH:27]=3)=[CH:4][C:3]=2[O:2]1.[BH3-]C#N.[Na+].C(O)(=O)C>CO>[CH2:1]1[O:9][C:8]2[CH:7]=[CH:6][C:5]([CH:10]3[C:22]4[NH:21][C:20]5[C:15](=[CH:16][CH:17]=[CH:18][CH:19]=5)[C:14]=4[CH2:13][CH2:12][N:11]3[C:23](=[O:35])/[CH:24]=[CH:25]/[C:26]3[CH:27]=[CH:28][C:29]([CH2:32][NH:33][CH3:34])=[CH:30][CH:31]=3)=[CH:4][C:3]=2[O:2]1 |f:1.2|. Reported procedure: A solution of (E)-1-[1-(3,4-methylenedioxyphenyl)-1,3,4,9-tetrahydro-β-carbolin-2-yl]-3-(4-methyliminomethylphenyl)propene-1-one (0.46 g, 1.1 mmol), NaBH3CN (0.14 g, 2.3 mmol) and acetic acid (0.11 mL) in 20 mL of MeOH was stirred at rt for one hour. The reaction mixture was quenched with 50 mL of an aqueous saturated solution of NaHCO3. Extraction with 2×30 mL of DCM, washing with brine, drying over Na2SO4 and concentration in vacuo gave a residue that was purified via flash chromatography of s... Starting materials: C, COc1cc(C(=O)O)c([N+](=O)[O-])cc1OCCCCl, CO, [H][H], [Pd]. The product is COc1cc(C(=O)O)c(N)cc1OCCCCl. As a reaction SMILES: [C:22].[CH3:1][O:2][c:3]1[c:4]([O:15][CH2:16][CH2:17][CH2:18][Cl:19])[cH:5][c:6]([N+:12]([O-:13])=[O:14])[c:7]([C:8](=[O:9])[OH:10])[cH:11]1.[CH3:24][OH:25].[H:20][H:21].[Pd:23]>>[CH3:1][O:2][c:3]1[c:4]([O:15][CH2:16][CH2:17][CH2:18][Cl:19])[cH:5][c:6]([NH2:12])[c:7]([C:8](=[O:9])[OH:10])[cH:11]1. Reactants: O=C([O-])O, CCOC=CCCC1CC2C=CC1C2, Cc1ccccc1, [Na+], O, OCCO, Cc1ccc(S(=O)(=O)O)cc1. Product: C1=CC2CC1CC2CCCC1OCCO1. Reaction SMILES: [C:31](=[O:32])([OH:33])[O-:34].[CH2:1]([CH3:2])[O:3][CH:4]=[CH:5][CH2:6][CH2:7][CH:8]1[CH:9]2[CH:10]=[CH:11][CH:12]([CH2:13]1)[CH2:14]2.[CH3:36][c:37]1[cH:38][cH:39][cH:40][cH:41][cH:42]1.[Na+:35].[OH2:30].[OH:15][CH2:16][CH2:17][OH:18].[c:19]1([CH3:20])[cH:21][cH:22][c:23]([S:24]([OH:25])(=[O:26])=[O:27])[cH:28][cH:29]1>>[CH2:1]1[CH2:2][O:15][CH:4]([CH2:5][CH2:6][CH2:7][CH:8]2[CH:9]3[CH:10]=[CH:11][CH:12]([CH2:13]2)[CH2:14]3)[O:3]1.